From a dataset of the Open Reaction Database (ORD), a public repository of structured organic reaction records. describe an organic reaction: reactants, conditions, products, and yield Reactants: OC1=C(C2=C(C(CCO2)=O)C=C1)CCC (2,3-dihydro-7-hydroxy-8-propyl-4H-1-benzopyran-4-one), COC(CCCCC1=C(C=CC=C1)OCCCCCBr)=O (2-[(5-bromopentyl)oxy]benzenepentanoic acid methyl ester). Product: O=C1CCOC2=C1C=CC(=C2CCC)OCCCCCOC2=C(C=CC=C2)CCCCC(=O)O (2-[5-[(3,4-Dihydro-4-oxo-8-propyl-2H-1-benzopyran-7-yl)oxy]pentyloxy]benzenepentanoic Acid). Reaction SMILES: [OH:1][C:2]1[CH:12]=[CH:11][C:5]2[C:6](=[O:10])[CH2:7][CH2:8][O:9][C:4]=2[C:3]=1[CH2:13][CH2:14][CH3:15].C[O:17][C:18](=[O:36])[CH2:19][CH2:20][CH2:21][CH2:22][C:23]1[CH:28]=[CH:27][CH:26]=[CH:25][C:24]=1[O:29][CH2:30][CH2:31][CH2:32][CH2:33][CH2:34]Br>>[O:10]=[C:6]1[C:5]2[CH:11]=[CH:12][C:2]([O:1][CH2:34][CH2:33][CH2:32][CH2:31][CH2:30][O:29][C:24]3[CH:25]=[CH:26][CH:27]=[CH:28][C:23]=3[CH2:22][CH2:21][CH2:20][CH2:19][C:18]([OH:36])=[O:17])=[C:3]([CH2:13][CH2:14][CH3:15])[C:4]=2[O:9][CH2:8][CH2:7]1. Procedure details: Using the procedure of example 4, 2,3-dihydro-7-hydroxy-8-propyl-4H-1-benzopyran-4-one was converted into the title compound by alkylation with 2-[(5-bromopentyl)oxy]benzenepentanoic acid methyl ester from the preceding example, followed by saponification, in 46.5% overall yield. The product was an off-white solid, mp 75°-76° C., recrystallized from hexane-ethyl acetate. Reactants: C(C)(C)I (isopropyl iodide), C(C1=CC=CC=C1)OC1=C(C(=O)NC2=C(C(=O)OC)C=CC(=C2)C2=CC=CC=C2)C=C(C=C1)C1CCNCC1 (methyl 2-(2-(benzyloxy)-5-(piperidin-4-yl)benzamido)-4-phenylbenzoate), C([O-])([O-])=O.[K+].[K+] (potassium carbonate), C(C)(C)I (isopropyl iodide). The reagents and catalysts are C([O-])([O-])=O.[K+].[K+] (Potassium carbonate). Solvent: C(C)#N (acetonitrile). Product: C(C1=CC=CC=C1)OC1=C(C(=O)NC2=C(C(=O)OC)C=CC(=C2)C2=CC=CC=C2)C=C(C=C1)C1CCN(CC1)C(C)C (methyl 2-(2-(benzyloxy)-5-(1-isopropylpiperidin-4-yl)benzamido)-4-phenylbenzoate). Reaction SMILES: [CH:1](I)([CH3:3])[CH3:2].[CH2:5]([O:12][C:13]1[CH:37]=[CH:36][C:35]([CH:38]2[CH2:43][CH2:42][NH:41][CH2:40][CH2:39]2)=[CH:34][C:14]=1[C:15]([NH:17][C:18]1[CH:27]=[C:26]([C:28]2[CH:33]=[CH:32][CH:31]=[CH:30][CH:29]=2)[CH:25]=[CH:24][C:19]=1[C:20]([O:22][CH3:23])=[O:21])=[O:16])[C:6]1[CH:11]=[CH:10][CH:9]=[CH:8][CH:7]=1.C(=O)([O-])[O-].[K+].[K+]>C(=O)([O-])[O-].[K+].[K+].C(#N)C>[CH2:5]([O:12][C:13]1[CH:37]=[CH:36][C:35]([CH:38]2[CH2:39][CH2:40][N:41]([CH:1]([CH3:3])[CH3:2])[CH2:42][CH2:43]2)=[CH:34][C:14]=1[C:15]([NH:17][C:18]1[CH:27]=[C:26]([C:28]2[CH:33]=[CH:32][CH:31]=[CH:30][CH:29]=2)[CH:25]=[CH:24][C:19]=1[C:20]([O:22][CH3:23])=[O:21])=[O:16])[C:6]1[CH:7]=[CH:8][CH:9]=[CH:10][CH:11]=1 |f:2.3.4,5.6.7|. Reported procedure: Potassium carbonate (0.033 mg) and isopropyl iodide (0.024 mL) were sequentially added to an acetonitrile (1.9 mL) suspension of methyl 2-(2-(benzyloxy)-5-(piperidin-4-yl)benzamido)-4-phenylbenzoate (0.13 g), followed by heating to reflux for 1 hour. The reaction mixture was cooled to room temperature, and potassium carbonate (6.7 mg) and isopropyl iodide (4.8 μL) were sequentially added thereto, followed by heating to reflux for 2 hours. After cooling the reaction mixture to room temperature, t... Reactants: C(C)(C)(C)OC(=O)N[C@@H]1C(N(C2=C(C(C1)OC(C)=O)C=CC=C2)CC(=O)OC(C)(C)C)=O (3-(S)-t-butyloxycarbonylamino-1-t-butyloxycarbonylmethyl-5-acetoxy-2,3,4,5-tetrahydro-1H-[1]benzazepin-2-one). Reagents/catalysts: [Pd] (Pd/C). Run in C(C)O (ethanol). Reaction conditions: time 3 day. Yields the product C(C)(C)(C)OC(=O)N[C@@H]1C(N(C2=C(CC1)C=CC=C2)CC(=O)OC(C)(C)C)=O (3-(S)-t-butyloxycarbonylamino-1-t-butyloxycarbonylmethyl-2,3,4,5-tetrahydro-1H-[1]benzazepin-2-one). Reaction SMILES: [C:1]([O:5][C:6]([NH:8][C@H:9]1[CH2:15][CH:14](OC(=O)C)[C:13]2[CH:20]=[CH:21][CH:22]=[CH:23][C:12]=2[N:11]([CH2:24][C:25]([O:27][C:28]([CH3:31])([CH3:30])[CH3:29])=[O:26])[C:10]1=[O:32])=[O:7])([CH3:4])([CH3:3])[CH3:2]>C(O)C.[Pd]>[C:1]([O:5][C:6]([NH:8][C@H:9]1[CH2:15][CH2:14][C:13]2[CH:20]=[CH:21][CH:22]=[CH:23][C:12]=2[N:11]([CH2:24][C:25]([O:27][C:28]([CH3:31])([CH3:30])[CH3:29])=[O:26])[C:10]1=[O:32])=[O:7])([CH3:4])([CH3:3])[CH3:2]. Procedure: A solution of 3-(S)-t-butyloxycarbonylamino-1-t-butyloxycarbonylmethyl-5-acetoxy-2,3,4,5-tetrahydro-1H-[1]benzazepin-2-one (2.2 g) in ethanol (300 ml) containing 10% Pd/C (2.0 g) was placed in a pressure bottle and hydrogenated at 3 atmospheres pressure and 70° for 3 days. The catalyst was filtered off and the filtrate evaporated to give 3-(S)-t-butyloxycarbonylamino-1-t-butyloxycarbonylmethyl-2,3,4,5-tetrahydro-1H-[1]benzazepin-2-one, m.p. 164°-165° [α]D =-200.6° (c=0.64 in DMF). The solvent is C(C)(=O)OCC (ethyl acetate). Procedure details: The 2-fluoro-3-methylbutyric acid (˜235.5 g, 1.96 mol), is taken up in ethyl acetate (2.9 L) and R-(+)-α-methylbenzylamine (237.5 g, 1.96 mol) is added dropwise via an addition funnel. A temperature rise to 40° C. is observed. Upon allowing the solution to cool, a slurry results and is stirred at room temperature for 45 minutes. The slurry is then filtered and the filter cake rinsed with ethyl acetate (300 mL). The wet cake is suspended in ethyl acetate (4.5 L) and heated to reflux. Additional e... Yields the product CC(C1=CC=CC=C1)N (α-methylbenzylamine), F[C@H](C(=O)O)C(C)C ((S)-2-fluoro-3-methylbutyric acid). The reactants are FC(C(=O)O)C(C)C (2-fluoro-3-methylbutyric acid), C[C@H](C1=CC=CC=C1)N (R-(+)-α-methylbenzylamine). Reaction SMILES: [F:1][CH:2]([CH:6]([CH3:8])[CH3:7])[C:3]([OH:5])=[O:4].[CH3:9][C@@H:10]([NH2:17])[C:11]1[CH:16]=[CH:15][CH:14]=[CH:13][CH:12]=1>C(OCC)(=O)C>[CH3:9][CH:10]([NH2:17])[C:11]1[CH:16]=[CH:15][CH:14]=[CH:13][CH:12]=1.[F:1][C@@H:2]([CH:6]([CH3:8])[CH3:7])[C:3]([OH:5])=[O:4]. Run at time 45 minute.